Task: describe an organic reaction: reactants, conditions, products, and yield. Dataset: the Open Reaction Database (ORD), a public repository of structured organic reaction records The reactants are CC=1C=C(OC2=CC=C(C=C2)C2=CC=CN3C2=NS(CC3)(=O)=O)C=CC1 (9-[4-(3-methylphenoxy)phenyl]-3,4-dihydropyrido[2,1-c][1,2,4]thiadiazine 2,2-dioxide). Reagents/catalysts: [Pt](=O)=O (Platinum(IV) oxide). Solvent: C1CCOC1 (THF), CO (MeOH). Run at temperature 50 celsius, time 6 hour. Yields the product CC=1C=C(OC2=CC=C(C=C2)C2CCCN3C2=NS(CC3)(=O)=O)C=CC1 (9-[4-(3-methylphenoxy)phenyl]-3,4,6,7,8,9-hexahydropyrido[2,1-c][1,2,4]thiadiazine 2,2-dioxide). Isolated yield 67.5%. RXN SMILES: [CH3:1][C:2]1[CH:3]=[C:4]([CH:24]=[CH:25][CH:26]=1)[O:5][C:6]1[CH:11]=[CH:10][C:9]([C:12]2[C:17]3=[N:18][S:19](=[O:23])(=[O:22])[CH2:20][CH2:21][N:16]3[CH:15]=[CH:14][CH:13]=2)=[CH:8][CH:7]=1>C1COCC1.CO.[Pt](=O)=O>[CH3:1][C:2]1[CH:3]=[C:4]([CH:24]=[CH:25][CH:26]=1)[O:5][C:6]1[CH:7]=[CH:8][C:9]([CH:12]2[C:17]3=[N:18][S:19](=[O:22])(=[O:23])[CH2:20][CH2:21][N:16]3[CH2:15][CH2:14][CH2:13]2)=[CH:10][CH:11]=1. Procedure details: Platinum(IV) oxide (30 mg) was added to a solution of 9-[4-(3-methylphenoxy)phenyl]-3,4-dihydropyrido[2,1-c][1,2,4]thiadiazine 2,2-dioxide (357 mg) in THF (dry) (80 mL) and MeOH (80 mL) and the mixture was stirred at 50° C. under hydrogen for 6 hr. Activated carbon was added and the insoluble solid was removed by filtration through NH-silica gel/Celite pad (eluted with EtOAc) and the filtrate was concentrated in vacuo. The residue was crystallized from MeCN-THF/IPE to give the title compound (24... Starting materials: C#CC (propyne), C=C=C (allene), CCC (propane), zeolite, C(CCCCCCCCCCCCCCCCC)(=O)O (stearic acid), CC#C (methyl acetylene). Reagents/catalysts: C(C)(=O)[O-].[Zn+2].C(C)(=O)[O-] (zinc acetate). Run in liquified gas. Conditions: temperature 120 celsius. Yields the product zeolite, C(CCCCCCCCCCCCCCCCC)(=O)OC(=C)C (isopropenyl stearate). Reaction SMILES: [C:1]([OH:20])(=[O:19])[CH2:2][CH2:3][CH2:4][CH2:5][CH2:6][CH2:7][CH2:8][CH2:9][CH2:10][CH2:11][CH2:12][CH2:13][CH2:14][CH2:15][CH2:16][CH2:17][CH3:18].[CH:21]#[C:22][CH3:23].C=C=C.CCC>C([O-])(=O)C.[Zn+2].C([O-])(=O)C>[C:1]([O:20][C:22]([CH3:23])=[CH2:21])(=[O:19])[CH2:2][CH2:3][CH2:4][CH2:5][CH2:6][CH2:7][CH2:8][CH2:9][CH2:10][CH2:11][CH2:12][CH2:13][CH2:14][CH2:15][CH2:16][CH2:17][CH3:18] |f:4.5.6|. Procedure: The zeolite was prepared in a conventional way using a 1N aqueous zinc acetate solution and drying the partially exchanged zeolite for about 16 hours at about 150° C. The dried zeolite contained about 4.0% zinc. Fifteen grams of the loaded zeolite plus 100 g (0.36 moles) of melted stearic acid were sealed in a 1-liter pressure vessel equipped with a magnetic stirrer, a gas inlet tube and a thermocouple, and the air within replaced by nitrogen. Approximately 80 ml of a liquified gas, the composit... Starting materials: CCn1c(=O)n(-c2ccc(O[Si](C(C)C)(C(C)C)C(C)C)cc2)c2nccc(COC(C)=O)c21, C1CCOC1, CCCC[N+](CCCC)(CCCC)CCCC, [F-], O. Yields the product CCn1c(=O)n(-c2ccc(O)cc2)c2nccc(COC(C)=O)c21. As a reaction SMILES: [C:1]([CH3:2])(=[O:3])[O:4][CH2:5][c:6]1[c:7]2[c:8]([n:9][cH:10][cH:11]1)[n:12](-[c:18]1[cH:19][cH:20][c:21]([O:24][Si:25]([CH:26]([CH3:27])[CH3:28])([CH:29]([CH3:30])[CH3:31])[CH:32]([CH3:33])[CH3:34])[cH:22][cH:23]1)[c:13](=[O:17])[n:14]2[CH2:15][CH3:16].[CH2:54]1[O:55][CH2:56][CH2:57][CH2:58]1.[CH3:36][CH2:37][CH2:38][CH2:39][N+:40]([CH2:41][CH2:42][CH2:43][CH3:44])([CH2:45][CH2:46][CH2:47][CH3:48])[CH2:49][CH2:50][CH2:51][CH3:52].[F-:35].[OH2:53]>>[C:1]([CH3:2])(=[O:3])[O:4][CH2:5][c:6]1[c:7]2[c:8]([n:9][cH:10][cH:11]1)[n:12](-[c:18]1[cH:19][cH:20][c:21]([OH:24])[cH:22][cH:23]1)[c:13](=[O:17])[n:14]2[CH2:15][CH3:16]. Reactants: C[O-], CO, CC(C)n1nc(-c2nc(C#N)c(C#N)nc2-c2ccccc2)ccc1=O, ClC(Cl)Cl, Cl, [Na+], O. Product: COc1nc(-c2ccccc2)c(-c2ccc(=O)n(C(C)C)n2)nc1C#N. Reaction SMILES: [CH3:1][O-:2].[CH3:32][OH:33].[CH:4]([CH3:5])([CH3:6])[n:7]1[n:8][c:9](-[c:14]2[n:15][c:16]([C:28]#[N:29])[c:17]([C:26]#[N:27])[n:18][c:19]2-[c:20]2[cH:21][cH:22][cH:23][cH:24][cH:25]2)[cH:10][cH:11][c:12]1=[O:13].[Cl:34][CH:35]([Cl:36])[Cl:37].[ClH:30].[Na+:3].[OH2:31]>>[CH3:1][O:2][c:17]1[c:16]([C:28]#[N:29])[n:15][c:14](-[c:9]2[n:8][n:7]([CH:4]([CH3:5])[CH3:6])[c:12](=[O:13])[cH:11][cH:10]2)[c:19](-[c:20]2[cH:21][cH:22][cH:23][cH:24][cH:25]2)[n:18]1. The reactants are [C-]#N.[K+] (potassium cyanide), CS(=O)(=O)[C@@H]1[C@@H](C(N1)=O)NC(C1=CC=CC=C1)(C1=CC=CC=C1)C1=CC=CC=C1 ((3R,4R)-4-methylsulfonyl-3-tritylamino-2-azetidinone), [Cl-] (chloride). Run in O (water), C(Cl)(Cl)(Cl)Cl (carbon tetrachloride). Yields the product C(#N)C1[C@@H](C(N1)=O)NC(C1=CC=CC=C1)(C1=CC=CC=C1)C1=CC=CC=C1 ((3S,4RS)-4-cyano-3-tritylamino-2-azetidinone). Isolated yield 72.2%. RXN SMILES: CS([C@H:5]1[NH:8][C:7](=[O:9])[C@H:6]1[NH:10][C:11]([C:24]1[CH:29]=[CH:28][CH:27]=[CH:26][CH:25]=1)([C:18]1[CH:23]=[CH:22][CH:21]=[CH:20][CH:19]=1)[C:12]1[CH:17]=[CH:16][CH:15]=[CH:14][CH:13]=1)(=O)=O.[Cl-].[C-:31]#[N:32].[K+]>C(Cl)(Cl)(Cl)Cl.O>[C:31]([CH:5]1[NH:8][C:7](=[O:9])[C@H:6]1[NH:10][C:11]([C:24]1[CH:29]=[CH:28][CH:27]=[CH:26][CH:25]=1)([C:18]1[CH:23]=[CH:22][CH:21]=[CH:20][CH:19]=1)[C:12]1[CH:17]=[CH:16][CH:15]=[CH:14][CH:13]=1)#[N:32] |f:2.3|. Reported procedure: In 120 ml of carbon tetrachloride are dissolved 12.2 g of (3R,4R)-4-methylsulfonyl-3-tritylamino-2-azetidinone and 2.44 g of tri-n-octlymethylammonium chloride and, under stirring, a solution of 2.15 g of potassium cyanide in 30 ml of water is added. The mixture is stirred vigorously at the same temperature for 15 minutes and the organic layer is separated, while the aqueous layer is extracted with chloroform. The organic layers are combined, washed with water and treated in the same manner as (...